From a dataset of the Open Reaction Database (ORD), a public repository of structured organic reaction records. describe an organic reaction: reactants, conditions, products, and yield The reactants are COC(C1=CC=C(C=C1)CC(CC1=CC=C(C=C1)Br)C(N(C1=CC=CC=C1)C1=CC=C2C(=CC=C2)O1)=O)=O (4-[2-(4-Benzofuran-2-ylphenylcarbamoyl)-3-(4-bromophenyl)-propyl]-benzoic acid methyl ester), C1(=CCCCC1)B(O)O (1-cyclohexenyl boronic acid), C([O-])([O-])=O.[Na+].[Na+] (sodium carbonate). The reagents and catalysts are CC1=C([P](C2=C(C)C=CC=C2)([Pd]([P](C3=C(C)C=CC=C3)(C4=C(C)C=CC=C4)C(C=CC=C5)=C5C)(Cl)Cl)C6=C(C)C=CC=C6)C=CC=C1 (dichlorobis(tri-o-tolyl phosphine)-palladium(II)). Run in CCO (EtOH), COCCOC (DME), O (water). Conditions: temperature 125 celsius. Yields the product COC(C1=CC=C(C=C1)CC(CC1=CC=C(C=C1)C1=CCCCC1)C(N(C1=CC=CC=C1)C1=CC=C2C(=CC=C2)O1)=O)=O (4-[2-(4-Benzofuran-2-ylphenylcarbamoyl)-3-(4-cyclohex-1-enylphenyl)-propyl]-benzoic acid methyl ester). As a reaction SMILES: [CH3:1][O:2][C:3](=[O:38])[C:4]1[CH:9]=[CH:8][C:7]([CH2:10][CH:11]([C:20](=[O:37])[N:21]([C:28]2[O:36][C:32]3=[CH:33][CH:34]=[CH:35][C:31]3=[CH:30][CH:29]=2)[C:22]2[CH:27]=[CH:26][CH:25]=[CH:24][CH:23]=2)[CH2:12][C:13]2[CH:18]=[CH:17][C:16](Br)=[CH:15][CH:14]=2)=[CH:6][CH:5]=1.[C:39]1(B(O)O)[CH2:44][CH2:43][CH2:42][CH2:41][CH:40]=1.C(=O)([O-])[O-].[Na+].[Na+]>COCCOC.CCO.O.CC1C=CC=CC=1[P](C1C=CC=CC=1C)([Pd](Cl)(Cl)[P](C1=C(C)C=CC=C1)(C1C=CC=CC=1C)C1C=CC=CC=1C)C1C=CC=CC=1C>[CH3:1][O:2][C:3](=[O:38])[C:4]1[CH:9]=[CH:8][C:7]([CH2:10][CH:11]([C:20](=[O:37])[N:21]([C:28]2[O:36][C:32]3=[CH:33][CH:34]=[CH:35][C:31]3=[CH:30][CH:29]=2)[C:22]2[CH:27]=[CH:26][CH:25]=[CH:24][CH:23]=2)[CH2:12][C:13]2[CH:18]=[CH:17][C:16]([C:39]3[CH2:44][CH2:43][CH2:42][CH2:41][CH:40]=3)=[CH:15][CH:14]=2)=[CH:6][CH:5]=1 |f:2.3.4,^1:70,81|. Procedure: A solution consisting of 4-[2-(4-Benzofuran-2-ylphenylcarbamoyl)-3-(4-bromophenyl)-propyl]-benzoic acid methyl ester (200 mg, 0.35 mmol), dichlorobis(tri-o-tolyl phosphine)-palladium(II), 1-cyclohexenyl boronic acid (222 mg, 1.76 mmol) and sodium carbonate (373 mg, 3.5 mmol) in DME (8 mL), EtOH (4 mL) and water (2 mL) was heated at 125° C. for 7 min in the microwave. The crude reaction mixture was partitioned between EtOAc and water. Evaporation of the organic portion afforded crude 4-[2-(4-Benz... Starting materials: [OH-].[K+] (potassium hydroxide), N1=CC(=CC=C1)C1=CC(=C2N1CSC2)C#N (5-(3-pyridyl)-1H,3H-pyrrolo[1,2-c]thiazole-7-carbonitrile), C(C)O (ethanol), C (charcoal), product. Solvent: C(C)(C)(C)O (tert-butyl alcohol). Conditions: temperature 20 celsius, time 16 hour. The product is N1=CC(=CC=C1)C1=CC(=C2N1CSC2)C(=O)N (5-(3-Pyridyl)-1H,3H-pyrrolo[1,2-c]thiazole-7-carboxamide). RXN SMILES: [N:1]1[CH:6]=[CH:5][CH:4]=[C:3]([C:7]2[N:11]3[CH2:12][S:13][CH2:14][C:10]3=[C:9]([C:15]#[N:16])[CH:8]=2)[CH:2]=1.[OH-].[K+].C([OH:21])C.C>C(O)(C)(C)C>[N:1]1[CH:6]=[CH:5][CH:4]=[C:3]([C:7]2[N:11]3[CH2:12][S:13][CH2:14][C:10]3=[C:9]([C:15]([NH2:16])=[O:21])[CH:8]=2)[CH:2]=1 |f:1.2|. Reported procedure: A suspension of 5-(3-pyridyl)-1H,3H-pyrrolo[1,2-c]thiazole-7-carbonitrile (11.35 g) and of potassium hydroxide powder (14 g) in tert-butyl alcohol (100 cc) is heated at 85° C. for 1 hour. After 16 hours' stirring at a temperature of about 20° C., the reaction mixture is poured into distilled water (2 liters). The suspension is stirred at a temperature of about 20° C. for 15 minutes and then the crystals which have appeared are separated off by filtration, washed 8 times with distilled water (1,2... The reactants are dimethyl acetal, CC(C)=CCCC(C)CC=O (citronellal), ( a ), aqueous solution, OO (Hydrogen peroxide), aqueous solution, peroxide, [OH-].[Na+] (sodium hydroxide), solution, B#B (diborane). The solvent is O1CCCC1 (tetrahydrofuran). Run at temperature 0 celsius, time 45 minute. Yields the product dimethyl acetal, CC(CC=O)CCC(C(C)C)O (3,7-dimethyl-6-hydroxyoctan-1-al). RXN SMILES: [CH3:1][C:2](=[CH:4][CH2:5][CH2:6][CH:7]([CH2:9][CH:10]=[O:11])[CH3:8])[CH3:3].B#B.[OH-:14].[Na+].OO>O1CCCC1>[CH3:8][CH:7]([CH2:6][CH2:5][CH:4]([OH:14])[CH:2]([CH3:3])[CH3:1])[CH2:9][CH:10]=[O:11] |f:2.3|. Procedure: To the dimethyl acetal of citronellal prepared in (a) is added 50 ml. of a 1M solution of diborane in tetrahydrofuran while the temperature of the reaction mixture is maintained at -10° to 0° .C. The reaction mixture is stirred at 0°C for 45 minutes and then at 20°C for 30 minutes. To this mixture is added 12.0 g. sodium hydroxide, as a 50% aqueous solution. Hydrogen peroxide (as a 30% aqueous solution) is added dropwise until residual peroxide is present. Heat evolved during this addition is di... Reactants: Cl[C@@]1(CS[C@H]2N([C@H]1C(=O)OCC(Cl)(Cl)Cl)C([C@H]2NC(COC2=CC=CC=C2)=O)=O)C (2,2,2-trichloroethyl 3β-chloro-3α-methyl-7β-phenoxyacetamidocepham-4α-carboxylate), N1=CC=CC=C1 (pyridine), P(Cl)(Cl)(Cl)(Cl)Cl (phosphorous pentachloride). Solvent: O1CCCC1 (tetrahydrofuran), C1=CC=CC=C1 (benzene). Run at time 8 hour. Product: N[C@H]1[C@@H]2N([C@H]([C@](CS2)(C)Cl)C(=O)OCC(Cl)(Cl)Cl)C1=O (2,2,2-trichloroethyl 7β-amino-3β-chloro-3α-methylcepham-4α-carboxylate). The yield is 90.3%. As a reaction SMILES: [Cl:1][C@@:2]1([CH3:30])[C@H:7]([C:8]([O:10][CH2:11][C:12]([Cl:15])([Cl:14])[Cl:13])=[O:9])[N:6]2[C:16](=[O:29])[C@@H:17]([NH:18]C(=O)COC3C=CC=CC=3)[C@H:5]2[S:4][CH2:3]1.N1C=CC=CC=1.P(Cl)(Cl)(Cl)(Cl)Cl>C1C=CC=CC=1.O1CCCC1>[NH2:18][C@@H:17]1[C:16](=[O:29])[N:6]2[C@@H:7]([C:8]([O:10][CH2:11][C:12]([Cl:14])([Cl:13])[Cl:15])=[O:9])[C@@:2]([Cl:1])([CH3:30])[CH2:3][S:4][C@H:5]12. Reported procedure: To a solution of 2,2,2-trichloroethyl 3β-chloro-3α-methyl-7β-phenoxyacetamidocepham-4α-carboxylate (2.29 g) in benzene (130 ml) is added pyridine (10 ml) and the mixture is cooled at -60°C in the presence of phosphorous pentachloride (1.51 g) for 2 hours. The reaction mixture is evaporated in vacuo to remove benzene, methanol (250 ml) is added thereto, and the solution kept at room temperature overnight. The solution is concentrated to give a residue which is dissolved in 50% aqueous tetrahydrof... Starting materials: C1(=CC=CC=C1)C=1C=C(C=NC1)OC[C@H]1N(CCC1)S(=O)(=O)C1=CC=C(C)C=C1 (5-phenyl-3-(1-tosyl-2-(S)-pyrrolidinylmethoxy)pyridine). The solvent is Br.CC(=O)O (HBr HOAc). Conditions: temperature 40 celsius, time 4 hour. Product: C1(=CC=CC=C1)C=1C=C(C=NC1)OC[C@H]1NCCC1 (5-phenyl-3-(2-(S)-pyrrolidinylmethoxy)pyridine). RXN SMILES: [C:1]1([C:7]2[CH:8]=[C:9]([O:13][CH2:14][C@@H:15]3[CH2:19][CH2:18][CH2:17][N:16]3S(C3C=CC(C)=CC=3)(=O)=O)[CH:10]=[N:11][CH:12]=2)[CH:6]=[CH:5][CH:4]=[CH:3][CH:2]=1>Br.CC(O)=O>[C:1]1([C:7]2[CH:8]=[C:9]([O:13][CH2:14][C@@H:15]3[CH2:19][CH2:18][CH2:17][NH:16]3)[CH:10]=[N:11][CH:12]=2)[CH:2]=[CH:3][CH:4]=[CH:5][CH:6]=1 |f:1.2|. Reported procedure: The 5-phenyl-3-(1-tosyl-2-(S)-pyrrolidinylmethoxy)pyridine from the previous step was dissolved in HBr/HOAc, and the reaction was stirred at room temperature for 16 hours and at 40° C. for 4 hours. The volatiles were removed under vacuum, and the residue was chromatographed on a silica gel column, eluting with chloroform/methanol 10/1.5 to afford the title compound (57 mg). MS (DCI/NH3) m/z 255 (M+H)+. 1H NMR (CDCl3, 300 MHz) δ: 1.54-2.12 (m, 5H), 2.95-3.13 (m, 2H), 3.54-3.66 (m, 1H), 3.94-4.08 ...